Task: describe an organic reaction: reactants, conditions, products, and yield. Dataset: the Open Reaction Database (ORD), a public repository of structured organic reaction records Reactants: C(C)(C)(C)OC(=O)N1CCC(CC1)OC1=C(C=C(C=C1)[N+](=O)[O-])C (1-tert-butyloxycarbonyl-4-(4-nitro-2-methylphenyloxy)piperidine), acid. Reagents/catalysts: [Pd] (palladium/carbon). Run in C(C)O (ethanol). Conditions: time 1.5 hour. Yields the product C(C)(C)(C)OC(=O)N1CCC(CC1)OC1=C(C=C(C=C1)N)C (1-tert-butyloxycarbonyl-4-(4-amino-2-methylphenyloxy)piperidine). Isolated yield 106.1%. Reaction SMILES: [C:1]([O:5][C:6]([N:8]1[CH2:13][CH2:12][CH:11]([O:14][C:15]2[CH:20]=[CH:19][C:18]([N+:21]([O-])=O)=[CH:17][C:16]=2[CH3:24])[CH2:10][CH2:9]1)=[O:7])([CH3:4])([CH3:3])[CH3:2]>C(O)C.[Pd]>[C:1]([O:5][C:6]([N:8]1[CH2:13][CH2:12][CH:11]([O:14][C:15]2[CH:20]=[CH:19][C:18]([NH2:21])=[CH:17][C:16]=2[CH3:24])[CH2:10][CH2:9]1)=[O:7])([CH3:4])([CH3:3])[CH3:2]. Procedure details: To a solution of 1-tert-butyloxycarbonyl-4-(4-nitro-2-methylphenyloxy)piperidine (9.0 g) in ethanol (100 ml) was added conc. hydrochrolic acid (2.3 ml) and, by using 10% palladium/carbon (containing 48% of water, 1 g) as a catalyst, catalytic reduction was conducted under normal pressure for 1.5 hours. The catalyst was removed by filtration and the filtrate was concentrated under reduced pressure to obtain 1-tert-butyloxycarbonyl-4-(4-amino-2-methylphenyloxy)piperidine (8.7 g) as a light brown a...